This data is from the Open Reaction Database (ORD), a public repository of structured organic reaction records. The task is: describe an organic reaction: reactants, conditions, products, and yield Yields the product COc1ccc2c(c1)C(=O)C(=O)N2c1ccccc1OC. Starting materials: COc1ccccc1Br, COc1ccc2c(c1)C(=O)C(=O)N2, I[Cu]I, [H-], [Na+], CN(C)C=O. As a reaction SMILES: [Br:16][c:17]1[c:18]([O:23][CH3:24])[cH:19][cH:20][cH:21][cH:22]1.[CH3:1][O:2][c:3]1[cH:4][c:5]2[c:9]([cH:10][cH:11]1)[NH:8][C:7](=[O:12])[C:6]2=[O:13].[Cu:30]([I:31])[I:32].[H-:14].[Na+:15].[O:25]=[CH:26][N:27]([CH3:28])[CH3:29]>>[CH3:1][O:2][c:3]1[cH:4][c:5]2[c:9]([cH:10][cH:11]1)[N:8]([c:17]1[c:18]([O:23][CH3:24])[cH:19][cH:20][cH:21][cH:22]1)[C:7](=[O:12])[C:6]2=[O:13].